Dataset: the Open Reaction Database (ORD), a public repository of structured organic reaction records. Task: describe an organic reaction: reactants, conditions, products, and yield Reactants: CI, COCCOC, [K+], [K+], CS(=O)(=O)NC1c2ccccc2CC1N=[N+]=[N-], O=C([O-])[O-], O. Product: CN(C1c2ccccc2CC1N=[N+]=[N-])S(C)(=O)=O. RXN SMILES: [CH3:24][I:25].[CH3:27][O:28][CH2:29][CH2:30][O:31][CH3:32].[K+:18].[K+:19].[N:1](=[N+:2]=[N-:3])[CH:4]1[CH:5]([NH:13][S:14](=[O:15])(=[O:16])[CH3:17])[c:6]2[cH:7][cH:8][cH:9][cH:10][c:11]2[CH2:12]1.[O-:20][C:21]([O-:22])=[O:23].[OH2:26]>>[N:1](=[N+:2]=[N-:3])[CH:4]1[CH:5]([N:13]([S:14](=[O:15])(=[O:16])[CH3:17])[CH3:21])[c:6]2[cH:7][cH:8][cH:9][cH:10][c:11]2[CH2:12]1. Reactants: Br, O=C([O-])[O-], C=CCBr, C=CCOCC=C, C=CCc1ccc(Cl)c(-c2ccccc2Cl)c1O, COc1cccc(Cl)c1-c1ccccc1C, O=C(OO)c1cccc(Cl)c1, [H-], [K+], [K+], [Na+], Cc1cc(C)cc(C)c1. Product: OCC1Cc2ccc(Cl)c(-c3ccccc3Cl)c2O1. Reaction SMILES: [BrH:17].[C:60](=[O:61])([O-:62])[O-:63].[CH2:20]([Br:21])[CH:22]=[CH2:23].[CH2:24]([O:25][CH2:26][CH:27]=[CH2:28])[CH:29]=[CH2:30].[CH2:31]([CH:32]=[CH2:33])[c:34]1[c:35]([OH:48])[c:36](-[c:41]2[c:42]([Cl:47])[cH:43][cH:44][cH:45][cH:46]2)[c:37]([Cl:40])[cH:38][cH:39]1.[CH3:1][O:2][c:3]1[c:4](-[c:5]2[cH:6][cH:7][cH:8][cH:9][c:10]2[CH3:11])[c:12]([Cl:13])[cH:14][cH:15][cH:16]1.[Cl:49][c:50]1[cH:51][c:52]([C:56]([O:57][OH:58])=[O:59])[cH:53][cH:54][cH:55]1.[H-:18].[K+:64].[K+:65].[Na+:19].[c:66]1([CH3:67])[cH:68][c:69]([CH3:70])[cH:71][c:72]([CH3:73])[cH:74]1>>[OH:2][CH2:33][CH:32]1[CH2:31][c:34]2[c:35]([c:36](-[c:41]3[c:42]([Cl:47])[cH:43][cH:44][cH:45][cH:46]3)[c:37]([Cl:40])[cH:38][cH:39]2)[O:48]1. Reactants: [N+](=O)([O-])C1=CC2=C(N=CN2)C=C1 (5-nitrobenzimidazole), [H-].[Na+] (NaH), CI (methyl iodide). The reagents and catalysts are [Pd] (Pd/C). The solvent is C1CCOC1 (THF), CO (MeOH). Reaction conditions: time 12 hour. Product: CN1C=NC2=C1C=CC(=C2)N (1-methyl-5-aminobenzimidazole), CN1C=NC2=C1C=C(C=C2)N (3-methyl-5-aminobenzimidazole). The yield is 11.0%. As a reaction SMILES: [N+:1]([C:4]1[CH:12]=[CH:11][C:7]2[N:8]=[CH:9][NH:10][C:6]=2[CH:5]=1)([O-])=O.[H-].[Na+].[CH3:15]I>C1COCC1.CO.[Pd]>[CH3:15][N:8]1[C:7]2[CH:11]=[CH:12][C:4]([NH2:1])=[CH:5][C:6]=2[N:10]=[CH:9]1.[CH3:15][N:10]1[C:6]2[CH:5]=[C:4]([NH2:1])[CH:12]=[CH:11][C:7]=2[N:8]=[CH:9]1 |f:1.2|. Reported procedure: A solution of 5-nitrobenzimidazole (3.0 g, 18.4 mmol) in 100 ml of THF was stirred with NaH (2.7 g, 36.8 mmol) for 0.5 h at 25° C. To the solution was added methyl iodide (2.0 ml, 20.3 mmol) and resulting mixture was stirred for 12 h. The reaction mixture was concentrated in vacuo to provide an oil, which was dissolved in 200 ml of MeOH and stirred with 0.3 g of 10% Pd/C under H2 for 12 h. The reaction mixture was filtered and concentrated in vacuo, yielding a dark oily residue which was subject... Procedure details: 6-(Cyclopropylamino)-9H-purine (0.2 g, 1.1 mmoles) and 1-(2-deoxy-2-fluoro-β-D-ribofuranosyl)uracil (0.4 g, 1.6 mmoles) which may be prepared according to J. F. Codington et al. (J. Org. Chem. 29:558, 1964) were suspended in 20 ml of 5 mM potassium phosphate buffer, pH 7.0, which contained 0.04% (w/v) potassium azide. The pH of the suspension was adjusted to 7.0 with KOH. Thymidine phosphorylase (2,000 I.U.) and purine nucleoside phosphorylase (5,540 I.U.) (T. A. Krenitsky et al., Biochemistry 2... Run at temperature 37 celsius. Reactants: purine nucleoside, 6, C1(CC1)NC1=NC=C2NC=NC2=N1 ((cyclopropylamino) purine), purine nucleoside, [OH-].[K+] (KOH), [C@@H]1(C[C@H](O)[C@@H](CO)O1)N1C(=O)NC(=O)C(C)=C1 (Thymidine), purine nucleoside, [OH-].[K+] (KOH), [NH4+].[OH-] (NH4OH), [C@@H]1(C[C@H](O)[C@@H](CO)O1)N1C(=O)NC(=O)C(C)=C1 (Thymidine), [C@@H]1(C[C@H](O)[C@@H](CO)O1)N1C(=O)NC(=O)C(C)=C1 (thymidine), AG1X2-hydroxide, C1(CC1)NC1=C2N=CNC2=NC=N1 (6-(Cyclopropylamino)-9H-purine), F[C@H]1[C@@H](O[C@@H]([C@H]1O)CO)N1C(=O)NC(=O)C=C1 (1-(2-deoxy-2-fluoro-β-D-ribofuranosyl)uracil), C1(CC1)NC1=C2NC=NC2=NC=N1 (6-(cyclopropylamino)purine), [N-]=[N+]=[N-].[K+] (potassium azide). The product is C1(CC1)NC1=C2N=CN(C2=NC=N1)[C@H]1[C@@H]([C@H](O)[C@H](O1)CO)F (6-(Cyclopropylamino)-9-(2-deoxy-2-fluoro-β-D-ribofuranosyl)-9H-purine). RXN SMILES: [CH:1]1([NH:4][C:5]2[N:13]=[CH:12][N:11]=[C:10]3[C:6]=2[N:7]=[CH:8][NH:9]3)[CH2:3][CH2:2]1.[F:14][C@@H:15]1[C@H:19]([OH:20])[C@@H:18]([CH2:21][OH:22])[O:17][C@H:16]1N1C=CC(=O)NC1=O.[N-]=[N+]=[N-].[K+].[OH-].[K+].[C@@H]1(N2C=C(C)C(=O)NC2=O)O[C@H](CO)[C@@H](O)C1.C1(NC2N=C3C(NC=N3)=CN=2)CC1.[NH4+].[OH-]>P([O-])([O-])([O-])=O.[K+].[K+].[K+]>[CH:1]1([NH:4][C:5]2[N:13]=[CH:12][N:11]=[C:10]3[C:6]=2[N:7]=[CH:8][N:9]3[C@@H:16]2[O:17][C@H:18]([CH2:21][OH:22])[C@@H:19]([OH:20])[C@H:15]2[F:14])[CH2:3][CH2:2]1 |f:2.3,4.5,8.9,10.11.12.13|. The solvent is P(=O)([O-])([O-])[O-].[K+].[K+].[K+] (potassium phosphate). Reactants: CC(Cl)c1cccnc1, C#CC1(C(=O)O)CCCC1. The reagents and catalysts are O=C([O-])[O-].[Cs+].[Cs+] (cesium carbonate), [I-].[K+] (potassium iodide). Solvent: CN(C)C=O (DMF), CN(C)C=O (dmf), CN(C)C=O (DMF). Run at temperature 70 celsius, time 16 hour. Product: C#CC1(C(=O)OC(C)c2cccnc2)CCCC1. Starting materials: BrCc1ccc(Br)cc1, O=C([O-])[O-], C1CNCCN1, CC#N, [K+], [K+]. Product: Brc1ccc(CN2CCNCC2)cc1. Reaction SMILES: [Br:1][c:2]1[cH:3][cH:4][c:5]([CH2:6][Br:7])[cH:8][cH:9]1.[C:16](=[O:17])([O-:18])[O-:19].[CH2:10]1[CH2:11][NH:12][CH2:13][CH2:14][NH:15]1.[CH3:22][C:23]#[N:24].[K+:20].[K+:21]>>[Br:1][c:2]1[cH:3][cH:4][c:5]([CH2:6][N:12]2[CH2:11][CH2:10][NH:15][CH2:14][CH2:13]2)[cH:8][cH:9]1.